Dataset: the Open Reaction Database (ORD), a public repository of structured organic reaction records. Task: describe an organic reaction: reactants, conditions, products, and yield The reactants are C[O-].[Na+] (sodium methylate), C(C)OC(=O)CC(=S)OC (O-methyl 2-ethoxycarbonyl-thioacetate), C(C)#N (acetonitrile), C[O-].[Na+] (sodium methylate). Run in CO (methanol), CO (methanol). Conditions: temperature 20 celsius. Product: C(#N)C=1SC(=CC1O)OC (2-cyano-3-hydroxy-5-methoxy-thiophene). Isolated yield 54.2%. As a reaction SMILES: C(O[C:4]([CH2:6][C:7]([O:9][CH3:10])=[S:8])=[O:5])C.[C:11](#[N:13])[CH3:12].C[O-].[Na+]>CO>[C:11]([C:12]1[S:8][C:7]([O:9][CH3:10])=[CH:6][C:4]=1[OH:5])#[N:13] |f:2.3|. Procedure: 81 g of O-methyl 2-ethoxycarbonyl-thioacetate and then 38 g of acetonitrile were added to a solution of 27 g of sodium methylate in 250 ml of methanol and the mixture was refluxed for one hour. A solution of 27 g of sodium methylate in 100 ml of methanol were added to the reaction which was cooled to 20° C. and concentrated to dryness. The residue was dissolved in water and the solution was washed with ether, acidified with concentrated hydrochloric acid and was vacuum filtered. The recovered cr... Reaction SMILES: [Br:1][c:2]1[cH:3][cH:4][c:5]([C:6]#[N:7])[cH:8][cH:9]1.[C:10]([CH3:11])([CH3:12])([CH3:13])[O:14][C:15](=[O:16])[N:17]1[CH:18]([C:23](=[O:24])[N:25]2[CH2:26][CH2:27][N:28]([CH:32]3[CH2:33][CH2:34][CH2:35]3)[CH2:29][CH2:30][CH2:31]2)[CH2:19][CH:20]([OH:22])[CH2:21]1>>[c:2]1([O:22][CH:20]2[CH2:19][CH:18]([C:23](=[O:24])[N:25]3[CH2:26][CH2:27][N:28]([CH:32]4[CH2:33][CH2:34][CH2:35]4)[CH2:29][CH2:30][CH2:31]3)[N:17]([C:15]([O:14][C:10]([CH3:11])([CH3:12])[CH3:13])=[O:16])[CH2:21]2)[cH:3][cH:4][c:5]([C:6]#[N:7])[cH:8][cH:9]1. The product is CC(C)(C)OC(=O)N1CC(Oc2ccc(C#N)cc2)CC1C(=O)N1CCCN(C2CCC2)CC1. The reactants are N#Cc1ccc(Br)cc1, CC(C)(C)OC(=O)N1CC(O)CC1C(=O)N1CCCN(C2CCC2)CC1. Reactants: FC(F)(F)c1nnc2ccc(N3CCNCC3)nn12, O=Cc1cccc2cc[nH]c12. The product is FC(F)(F)c1nnc2ccc(N3CCN(Cc4cccc5cc[nH]c45)CC3)nn12. RXN SMILES: [N:1]1([c:7]2[cH:8][cH:9][c:10]3[n:11]([n:12]2)[c:13]([C:16]([F:17])([F:18])[F:19])[n:14][n:15]3)[CH2:2][CH2:3][NH:4][CH2:5][CH2:6]1.[nH:20]1[cH:21][cH:22][c:23]2[cH:24][cH:25][cH:26][c:27]([CH:29]=[O:30])[c:28]12>>[N:1]1([c:7]2[cH:8][cH:9][c:10]3[n:11]([n:12]2)[c:13]([C:16]([F:17])([F:18])[F:19])[n:14][n:15]3)[CH2:2][CH2:3][N:4]([CH2:29][c:27]2[cH:26][cH:25][cH:24][c:23]3[cH:22][cH:21][nH:20][c:28]32)[CH2:5][CH2:6]1. The reactants are Cl (hydrogen chloride), NC(N)=NC=1SC=C(N1)C=1OC(=CC1)CNC(=N)N (2-(diaminomethyleneamino)-4-(5-guanidinomethylfuran-2-yl)thiazole). Run in CO (methanol), CO (methanol), C(C)(C)OC(C)C (diisopropyl ether). Product: Cl.Cl.NC(N)=NC=1SC=C(N1)C=1OC(=CC1)CNC(=N)N (2-(diaminomethyleneamino)-4-(5-guanidinomethylfuran-2-yl)thiazole dihydrochloride). Reaction SMILES: [ClH:1].[NH2:2][C:3](=[N:5][C:6]1[S:7][CH:8]=[C:9]([C:11]2[O:12][C:13]([CH2:16][NH:17][C:18]([NH2:20])=[NH:19])=[CH:14][CH:15]=2)[N:10]=1)[NH2:4]>CO.C(OC(C)C)(C)C>[ClH:1].[ClH:1].[NH2:2][C:3](=[N:5][C:6]1[S:7][CH:8]=[C:9]([C:11]2[O:12][C:13]([CH2:16][NH:17][C:18]([NH2:20])=[NH:19])=[CH:14][CH:15]=2)[N:10]=1)[NH2:4] |f:4.5.6|. Procedure details: A solution of hydrogen chloride in methanol (0.19 g/ml, 3 ml) was added slowly to a suspension of 2-(diaminomethyleneamino)-4-(5-guanidinomethylfuran-2-yl)thiazole (500 mg) in methanol (10 ml) with cooling on an ice-water bath. The mixture was stirred with cooling on an ice-water bath for 2 hours. The mixture was diluted with diisopropyl ether (20 ml) and the resulting precipitate was collected by filtration. Recrystallization from a mixture of methanol, tetrahydrofuran and diisopropyl ether aff... Starting materials: ClCCN=C=O (2-chloroethylisocyanate), P(=O)([O-])([O-])[O-] (phosphate), β-lactam, C(C)(=O)OCC=1CS[C@H]2N(C1C(=O)[O-])C([C@H]2NC(C(C=2SC=CC2)=NO)=O)=O.[Na+] (sodium 3-acetoxymethyl-7β-[2-hydroxyimino-2-(thien-2-yl)acetamido]ceph-3-em-4-carboxylate), Cl (hydrochloric acid), C(C)(=O)[O-] (acetate). Run in CN(C=O)C (dimethylformamide), C(C)N(CC)CC (triethylamine). The product is C(C)(=O)OCC=1CS[C@H]2N(C1C(=O)O)C([C@H]2NC(C(C=2SC=CC2)=NOC(NCCCl)=O)=O)=O (3-Acetoxymethyl-7β-[2-(2-chloroethylcarbamoyloxyimino)-2-(thien-2-yl)acetamido]ceph-3-em-4-carboxylic acid). RXN SMILES: [C:1]([O:4][CH2:5][C:6]1[CH2:7][S:8][C@@H:9]2[C@H:16]([NH:17][C:18](=[O:27])[C:19](=[N:25][OH:26])[C:20]3[S:21][CH:22]=[CH:23][CH:24]=3)[C:15](=[O:28])[N:10]2[C:11]=1[C:12]([O-:14])=[O:13])(=[O:3])[CH3:2].[Na+].[Cl:30][CH2:31][CH2:32][N:33]=[C:34]=[O:35].Cl.P([O-])([O-])([O-])=O.C([O-])(=O)C>CN(C)C=O.C(N(CC)CC)C>[C:1]([O:4][CH2:5][C:6]1[CH2:7][S:8][C@@H:9]2[C@H:16]([NH:17][C:18](=[O:27])[C:19](=[N:25][O:26][C:34](=[O:35])[NH:33][CH2:32][CH2:31][Cl:30])[C:20]3[S:21][CH:22]=[CH:23][CH:24]=3)[C:15](=[O:28])[N:10]2[C:11]=1[C:12]([OH:14])=[O:13])(=[O:3])[CH3:2] |f:0.1|. Procedure details: A solution of sodium 3-acetoxymethyl-7β-[2-hydroxyimino-2-(thien-2-yl)acetamido]ceph-3-em-4-carboxylate (syn-isomer; 0.89 g) in dimethylformamide (11 ml.) containing triethylamine (0.22 g) was treated with 2-chloroethylisocyanate (0.25 g). The solution was allowed to stand at room temperature for thirty minutes, then at 5° for a further hour. It was poured into cold (5°) 2N hydrochloric acid, extracted three times with ethyl acetate, and the combined extracts washed with 2N-hydrochloric acid the... Starting materials: COC(C1=CC(=NC=C1)I)=O (2-iodo-isonicotinic acid methyl ester), ClC=1C=C(C=CC1Cl)B(O)O (3,4-dichlorophenyl boronic acid). The product is COC(C1=CC(=NC=C1)C1=CC(=C(C=C1)Cl)Cl)=O (2-(3,4-Dichloro-phenyl)-isonicotinic Acid Methyl Ester), solid. The yield is 59.0%. RXN SMILES: [CH3:1][O:2][C:3](=[O:11])[C:4]1[CH:9]=[CH:8][N:7]=[C:6](I)[CH:5]=1.[Cl:12][C:13]1[CH:14]=[C:15](B(O)O)[CH:16]=[CH:17][C:18]=1[Cl:19]>>[CH3:1][O:2][C:3](=[O:11])[C:4]1[CH:9]=[CH:8][N:7]=[C:6]([C:16]2[CH:15]=[CH:14][C:13]([Cl:12])=[C:18]([Cl:19])[CH:17]=2)[CH:5]=1. Reported procedure: The title compound, MS: m/e=281.0 (M+) was obtained as a light brown solid (59% yield) by the reaction of 2-iodo-isonicotinic acid methyl ester with 3,4-dichlorophenyl boronic acid. Starting materials: BrCc1cccs1, CCOC(=O)N1CCC(c2c[nH]c3ccccc23)CC1, CCOCC. Product: CCOC(=O)N1CCC(c2cn(Cc3cccs3)c3ccccc23)CC1. RXN SMILES: [Br:21][CH2:22][c:23]1[s:24][cH:25][cH:26][cH:27]1.[CH2:1]([CH3:2])[O:3][C:4](=[O:5])[N:6]1[CH2:7][CH2:8][CH:9]([c:12]2[cH:13][nH:14][c:15]3[cH:16][cH:17][cH:18][cH:19][c:20]23)[CH2:10][CH2:11]1.[CH2:28]([O:29][CH2:30][CH3:31])[CH3:32]>>[CH2:1]([CH3:2])[O:3][C:4](=[O:5])[N:6]1[CH2:7][CH2:8][CH:9]([c:12]2[cH:13][n:14]([CH2:22][c:23]3[s:24][cH:25][cH:26][cH:27]3)[c:15]3[cH:16][cH:17][cH:18][cH:19][c:20]23)[CH2:10][CH2:11]1.